From a dataset of the Open Reaction Database (ORD), a public repository of structured organic reaction records. describe an organic reaction: reactants, conditions, products, and yield Reactants: [OH-].[K+] (potassium hydroxide), [OH-].[Na+] (NaOH), Cl.Cl.N[C@H](CO)C1=NC=C(C=C1)F ((S)-2-amino-2-(5-fluoropyridin-2-yl)ethanol bis-hydrochloride), C(OC(Cl)(Cl)Cl)(OC(Cl)(Cl)Cl)=O (bis(trichloromethyl) carbonate). The solvent is C1CCOC1 (THF), O (water), C(C)(=O)OCC (ethyl acetate). Yields the product FC=1C=CC(=NC1)[C@@H]1NC(OC1)=O ((S)-4-(5-fluoropyridin-2-yl)oxazolidin-2-one). The yield is 55.8%. Reaction SMILES: Cl.Cl.[NH2:3][C@@H:4]([C:7]1[CH:12]=[CH:11][C:10]([F:13])=[CH:9][N:8]=1)[CH2:5][OH:6].[OH-].[K+].[C:16](=O)(OC(Cl)(Cl)Cl)[O:17]C(Cl)(Cl)Cl.[OH-].[Na+]>O.C(OCC)(=O)C.C1COCC1>[F:13][C:10]1[CH:11]=[CH:12][C:7]([C@H:4]2[CH2:5][O:6][C:16](=[O:17])[NH:3]2)=[N:8][CH:9]=1 |f:0.1.2,3.4,6.7|. Reported procedure: To the solution of (S)-2-amino-2-(5-fluoropyridin-2-yl)ethanol bis-hydrochloride (9.8 g, 43 mmol) in water (200 mL) cooled to 0° C. was added potassium hydroxide (24 g, 430 mmol) followed by THF (200 mL) and the reaction stirred until the temperature reached 0° C. To the reaction was added bis(trichloromethyl) carbonate (13 g, 43 mmol) (in THF, 200 mL) dropwise such that the internal temperature did not exceed 7° C., and the reaction was stirred for 2 hours. The reaction was diluted with ethyl a... The reactants are BrCCCCCCBr, CC(=O)OCC(=C(C(=O)O)c1ccccc1)c1ccc(S(C)(=O)=O)cc1, [Cl-], [K+], [K+], [NH4+], O=C([O-])[O-], CN(C)C=O. Product: CC(=O)OCC(=C(C(=O)OCCCCCCBr)c1ccccc1)c1ccc(S(C)(=O)=O)cc1. As a reaction SMILES: [Br:27][CH2:28][CH2:29][CH2:30][CH2:31][CH2:32][CH2:33][Br:34].[C:1]([CH3:2])(=[O:3])[O:4][CH2:5][C:6](=[C:7]([C:8](=[O:9])[OH:10])[c:11]1[cH:12][cH:13][cH:14][cH:15][cH:16]1)[c:17]1[cH:18][cH:19][c:20]([S:23](=[O:24])(=[O:25])[CH3:26])[cH:21][cH:22]1.[Cl-:41].[K+:35].[K+:36].[NH4+:42].[O-:37][C:38]([O-:39])=[O:40].[O:43]=[CH:44][N:45]([CH3:46])[CH3:47]>>[C:1]([CH3:2])(=[O:3])[O:4][CH2:5][C:6](=[C:7]([C:8](=[O:9])[O:10][CH2:33][CH2:32][CH2:31][CH2:30][CH2:29][CH2:28][Br:27])[c:11]1[cH:12][cH:13][cH:14][cH:15][cH:16]1)[c:17]1[cH:18][cH:19][c:20]([S:23](=[O:24])(=[O:25])[CH3:26])[cH:21][cH:22]1. The reactants are C1(CC1)COC1=C(C=CC(=C1)F)C=1C2=C(N=CN1)C(=C(N2COCC[Si](C)(C)C)C)C(=O)O (4-[2-(cyclopropylmethoxy)-4-fluorophenyl]-6-methyl-5-{[2-(trimethylsilyl)ethoxy]methyl}-5H-pyrrolo[3,2-d]pyrimidine-7-carboxylic acid), N[C@H]1CC[C@H](CC1)NC(OC(C)(C)C)=O (tert-butyl cis-(4-amino-cyclohexyl)-carbamate). The product is C(C)(C)(C)OC(N[C@@H]1CC[C@@H](CC1)NC(=O)C1=C(N(C2=C1N=CN=C2C2=C(C=C(C=C2)F)OCC2CC2)COCC[Si](C)(C)C)C)=O (tert-Butyl(cis-4-{[(4-[2-(cyclopropylmethoxy)-4-fluorophenyl]-6-methyl-5-{[2-(trimethylsilyl)ethoxy]methyl}-5H-pyrrolo[3,2-d]pyrimidin-7-yl)carbonyl]amino}cyclohexyl)carbamate). As a reaction SMILES: [CH:1]1([CH2:4][O:5][C:6]2[CH:11]=[C:10]([F:12])[CH:9]=[CH:8][C:7]=2[C:13]2[C:14]3[N:21]([CH2:22][O:23][CH2:24][CH2:25][Si:26]([CH3:29])([CH3:28])[CH3:27])[C:20]([CH3:30])=[C:19]([C:31]([OH:33])=O)[C:15]=3[N:16]=[CH:17][N:18]=2)[CH2:3][CH2:2]1.[NH2:34][C@@H:35]1[CH2:40][CH2:39][C@H:38]([NH:41][C:42](=[O:48])[O:43][C:44]([CH3:47])([CH3:46])[CH3:45])[CH2:37][CH2:36]1>>[C:44]([O:43][C:42](=[O:48])[NH:41][C@H:38]1[CH2:37][CH2:36][C@@H:35]([NH:34][C:31]([C:19]2[C:15]3[N:16]=[CH:17][N:18]=[C:13]([C:7]4[CH:8]=[CH:9][C:10]([F:12])=[CH:11][C:6]=4[O:5][CH2:4][CH:1]4[CH2:2][CH2:3]4)[C:14]=3[N:21]([CH2:22][O:23][CH2:24][CH2:25][Si:26]([CH3:29])([CH3:28])[CH3:27])[C:20]=2[CH3:30])=[O:33])[CH2:40][CH2:39]1)([CH3:47])([CH3:45])[CH3:46]. Reported procedure: Starting from 4-[2-(cyclopropylmethoxy)-4-fluorophenyl]-6-methyl-5-{[2-(trimethylsilyl)ethoxy]methyl}-5H-pyrrolo[3,2-d]pyrimidine-7-carboxylic acid (example D.c2) and commercially available tert-butyl cis-(4-amino-cyclohexyl)-carbamate the title compound is obtained as pale yellow viscous oil. The reactants are C(C1=CC=CC=C1)(=O)OC1C(N(C2=CC=C(C=C12)C)CC)=O (1-ethyl-5-methyl-2-oxoindolin-3-yl benzoate), C(CC(C)C)N1C(C(C2=CC=CC=C12)=O)=O (1-isopentylindoline-2,3-dione). Product: C(C1=CC=CC=C1)(=O)OC1C(N(C2=CC=CC=C12)CCC(C)C)=O (1-isopentyl-2-oxoindolin-3-yl benzoate). RXN SMILES: [C:1]([O:9][CH:10]1[C:18]2[C:13](=[CH:14][CH:15]=[C:16](C)[CH:17]=2)[N:12]([CH2:20][CH3:21])[C:11]1=[O:22])(=[O:8])[C:2]1[CH:7]=[CH:6][CH:5]=[CH:4][CH:3]=1.[CH2:23](N1C2C(=CC=CC=2)C(=O)C1=O)[CH2:24][CH:25](C)C>>[C:1]([O:9][CH:10]1[C:18]2[C:13](=[CH:14][CH:15]=[CH:16][CH:17]=2)[N:12]([CH2:20][CH2:21][CH:24]([CH3:25])[CH3:23])[C:11]1=[O:22])(=[O:8])[C:2]1[CH:7]=[CH:6][CH:5]=[CH:4][CH:3]=1. Procedure: Was made in an analogous fashion to 1-ethyl-5-methyl-2-oxoindolin-3-yl benzoate using 1-isopentylindoline-2,3-dione. 1H-NMR δ 8.10 (d, 2H), 7.59 (t, 1H), 7.46 (dd, 2H), 7.61-7.34 (m, 2H), 7.06 (t, 1H), 6.88 (d, 1H), 6.18 (s, 1H), 3.78 (m, 2H), 1.77-1.60 (m, 3H), 1.02 (dd, 6H). Reactants: Cl.Cl.NC1=CC=C(C=C1)C1=CC=C(C=C1)NC(=O)[C@H]1CN2CCC1CC2 ((3R)—N-(4′-Aminobiphenyl-4-yl)quinuclidine-3-carboxamide dihydrochloride), C1(=CC=CC=C1)CS(=O)(=O)Cl (phenylmethanesulfonyl chloride). The solvent is N1=CC=CC=C1 (pyridine). Product: C(C1=CC=CC=C1)S(=O)(=O)NC1=CC=C(C=C1)C1=CC=C(C=C1)NC(=O)[C@H]1CN2CCC1CC2 ((3R)—N-{4′-[(Benzylsulfonyl)amino]biphenyl-4-yl}quinuclidine-3-carboxamide). As a reaction SMILES: Cl.Cl.[NH2:3][C:4]1[CH:9]=[CH:8][C:7]([C:10]2[CH:15]=[CH:14][C:13]([NH:16][C:17]([C@@H:19]3[CH:24]4[CH2:25][CH2:26][N:21]([CH2:22][CH2:23]4)[CH2:20]3)=[O:18])=[CH:12][CH:11]=2)=[CH:6][CH:5]=1.[C:27]1([CH2:33][S:34](Cl)(=[O:36])=[O:35])[CH:32]=[CH:31][CH:30]=[CH:29][CH:28]=1>N1C=CC=CC=1>[CH2:33]([S:34]([NH:3][C:4]1[CH:9]=[CH:8][C:7]([C:10]2[CH:11]=[CH:12][C:13]([NH:16][C:17]([C@@H:19]3[CH:24]4[CH2:23][CH2:22][N:21]([CH2:26][CH2:25]4)[CH2:20]3)=[O:18])=[CH:14][CH:15]=2)=[CH:6][CH:5]=1)(=[O:36])=[O:35])[C:27]1[CH:32]=[CH:31][CH:30]=[CH:29][CH:28]=1 |f:0.1.2|. Procedure: A solution of 80 mg (0.20 mmol) of ((3R)—N-(4′-aminobiphenyl-4-yl)quinuclidine-3-carboxamide dihydrochloride (Example 7A) and 77.4 mg (0.41 mmol) of phenylmethanesulfonyl chloride in 1.0 ml of pyridine is stirred at room temperature for 18 h. The reaction mixture is concentrated in vacuo and the residue is purified by preparative HPLC. The product fractions are concentrated, mixed with 3 ml of 1 N hydrochloric acid, again concentrated and dried under high vacuum. 34 mg (32.7% of theory) of the t... Starting materials: C1(=CC=CC=C1)P(=O)(C1=CC=CC=C1)N=[N+]=[N-] (Diphenyl phosphoryl azide), S1C(=CC=C1)CCCC(=O)O (4-(2-thienyl)butyric acid), N1=CC=CC=C1 (pyridine). The product is S1C(=CC=C1)CCCN=C=O (3-(2-thienyl)propyl isocyanate). Run at temperature 100 celsius, time 1 hour. Procedure details: Diphenyl phosphoryl azide [N3.PO(OC6H5)] (9.08 g.) was added dropwise to a solution of 4-(2-thienyl)butyric acid (5.53 g.) in dry pyridine (25 ml.) and stirred for one hour at 100° C. to give a solution comprising 3-(2-thienyl)propyl isocyanate (I.R.: 2260 cm-1). As a reaction SMILES: C1(P(N=[N+]=[N-])(C2C=CC=CC=2)=[O:8])C=CC=CC=1.[S:18]1[CH:22]=[CH:21][CH:20]=[C:19]1[CH2:23][CH2:24][CH2:25]C(O)=O.[N:29]1[CH:34]=CC=CC=1>>[S:18]1[CH:22]=[CH:21][CH:20]=[C:19]1[CH2:23][CH2:24][CH2:25][N:29]=[C:34]=[O:8]. The solvent is CC(=O)C (acetone). RXN SMILES: [C:1]([C:9]1[N:13]2[C:14]3[C:19]([CH:20]=[CH:21][C:12]2=[C:11]([C:23]#[N:24])[CH:10]=1)=[C:18]([OH:22])[CH:17]=[CH:16][CH:15]=3)(=[O:8])[C:2]1[CH:7]=[CH:6][CH:5]=[CH:4][CH:3]=1.Cl.Cl[CH2:27][CH2:28][N:29]1[CH2:34][CH2:33][O:32][CH2:31][CH2:30]1.C(=O)([O-])[O-].[K+].[K+].[I-].[K+]>CC(C)=O>[C:1]([C:9]1[N:13]2[C:14]3[C:19]([CH:20]=[CH:21][C:12]2=[C:11]([C:23]#[N:24])[CH:10]=1)=[C:18]([O:22][CH2:27][CH2:28][N:29]1[CH2:34][CH2:33][O:32][CH2:31][CH2:30]1)[CH:17]=[CH:16][CH:15]=3)(=[O:8])[C:2]1[CH:7]=[CH:6][CH:5]=[CH:4][CH:3]=1 |f:1.2,3.4.5,6.7|. Reported procedure: A mixture of 1-benzoyl-3-cyano-6-hydroxy-pyrrolo[1,2-α]quinoline (31 mg, 0.10 mmol), N-(2-chloro-ethyl)-morpholine hydrochloride (25 mg, 0.13 mmol), potassium carbonate (138 mg, 1.0 mmol) and potassium iodide (18 mg, 0.11 mmol) in anhydrous acetone (10 mL) was heated in 60° C. oil bath for 2.5 days. The solvent was evaporated, and the residue was stirred with EtOAc (25 mL) and filtered. The EtOAc filtrate was evaporated and the crude product was purified by chromatography (SiO2, EtOAc/hexanes 50... Isolated yield 42.3%. The reactants are C(C1=CC=CC=C1)(=O)C1=CC(=C2N1C1=CC=CC(=C1C=C2)O)C#N (1-benzoyl-3-cyano-6-hydroxy-pyrrolo[1,2-α]quinoline), Cl.ClCCN1CCOCC1 (N-(2-chloro-ethyl)-morpholine hydrochloride), C([O-])([O-])=O.[K+].[K+] (potassium carbonate), [I-].[K+] (potassium iodide). The product is C(C1=CC=CC=C1)(=O)C1=CC(=C2N1C1=CC=CC(=C1C=C2)OCCN2CCOCC2)C#N (1-Benzoyl-3-cyano-6-(2-morpholin-4-yl-ethoxy)-pyrrolo[1,2-a]quinoline). Run at temperature 60 celsius.